This data is from the Open Reaction Database (ORD), a public repository of structured organic reaction records. The task is: describe an organic reaction: reactants, conditions, products, and yield Reactants: CCOC(=O)/N=N/C(=O)OCC (Diethylazodicarboxylate), OCC1=CC2=CC=CC=C2C=C1 (2-(hydroxymethyl)napthalene), C1(=CC=CC=C1)P(C1=CC=CC=C1)C1=CC=CC=C1 (triphenyl phosphine), ON1C(C=2C(C1=O)=CC=CC2)=O (N-hydroxyphthalimide), MS(CI). Solvent: C1CCOC1 (THF). Reaction conditions: time 8 hour. Product: C1=C(C=CC2=CC=CC=C12)CON1C(C=2C(C1=O)=CC=CC2)=O (N-(2-naphthyl)methoxyphthalimide). Reaction SMILES: [OH:1][CH2:2][C:3]1[CH:12]=[CH:11][C:10]2[C:5](=[CH:6][CH:7]=[CH:8][CH:9]=2)[CH:4]=1.C1(P(C2C=CC=CC=2)C2C=CC=CC=2)C=CC=CC=1.O[N:33]1[C:37](=[O:38])[C:36]2=[CH:39][CH:40]=[CH:41][CH:42]=[C:35]2[C:34]1=[O:43].CCOC(/N=N/C(OCC)=O)=O>C1COCC1>[CH:4]1[C:5]2[C:10](=[CH:9][CH:8]=[CH:7][CH:6]=2)[CH:11]=[CH:12][C:3]=1[CH2:2][O:1][N:33]1[C:34](=[O:43])[C:35]2=[CH:42][CH:41]=[CH:40][CH:39]=[C:36]2[C:37]1=[O:38]. Procedure details: 2-(hydroxymethyl)napthalene (1.00 g, 6.33 mmol), triphenyl phosphine (1.73 g, 6.60 mmol, 1.04 equiv) and N-hydroxyphthalimide (1.08 g, 6.63 mmol, 1.05 equiv) were dissolved in 25 mL of dry THF. Diethylazodicarboxylate (1.09 mL, 6.93 mmol, 1.09 equiv) was then added dropwise and the reaction was stirred overnight. The reaction mixture was placed in a freezer for 2 h and then filtered, rinsing with Et2O, to give the proudct (1.38 g) as a white solid. MS(CI) m/e 321 (M+NH4)+. Starting materials: O=C([O-])O, CCOC(=O)Cl, ClCCl, Nn1cccc1, [Na+]. Product: CCOC(=O)Nn1cccc1. As a reaction SMILES: [C:1](=[O:2])([OH:3])[O-:4].[Cl:12][C:13](=[O:14])[O:15][CH2:16][CH3:17].[Cl:18][CH2:19][Cl:20].[NH2:6][n:7]1[cH:8][cH:9][cH:10][cH:11]1.[Na+:5]>>[NH:6]([n:7]1[cH:8][cH:9][cH:10][cH:11]1)[C:13](=[O:14])[O:15][CH2:16][CH3:17].